From a dataset of the Open Reaction Database (ORD), a public repository of structured organic reaction records. describe an organic reaction: reactants, conditions, products, and yield Reactants: S1C(=NC2=C1C=CC=C2)NC(=O)C=2C=CC=C1CCN(CC21)C=2SC(=C(N2)C(=O)O)C2=CC=C(C=C2)CO (2-(8-(benzo[d]thiazol-2-ylcarbamoyl)-3,4-dihydroisoquinolin-2(1H)-yl)-5-(4-(hydroxymethyl)phenyl)thiazole-4-carboxylic acid), NC1=C(C(=NN1C(=O)OC(C)(C)C)C=1C=C(OCC2=C(N=C(S2)N2CC3=C(C=CC=C3CC2)C(/N=C\2/SC3=C(N2COCC[Si](C)(C)C)C=CC=C3)=O)C(=O)OC)C=CC1)C#N ((E)-methyl 5-((3-(5-amino-1-(tert-butoxycarbonyl)-4-cyano-1H-pyrazol-3-yl)phenoxy)methyl)-2-(8-(3-((2-(trimethylsilyl)ethoxy)methyl)benzo[d]thiazol-2(3H)-ylidenecarbamoyl)-3,4-dihydroisoquinolin-2(1H)-yl)thiazole-4-carboxylate). Product: NC1=C(C(=NN1)C=1C=C(OCC2=C(N=C(S2)N2CC3=C(C=CC=C3CC2)C(NC=2SC3=C(N2)C=CC=C3)=O)C(=O)O)C=CC1)C#N (5-[3-(5-Amino-4-cyano-1H-pyrazol-3-yl)-phenoxymethyl]-2-[8-(benzothiazol-2-ylcarbamoyl)-3,4-dihydro-1H-isoquinolin-2-yl]-thiazole-4-carboxylic acid). Reaction SMILES: S1C2C=CC=CC=2N=C1NC(C1C=CC=C2C=1CN(C1SC(C3C=CC(CO)=CC=3)=C(C(O)=O)N=1)CC2)=O.[NH2:39][C:40]1[N:44](C(OC(C)(C)C)=O)[N:43]=[C:42]([C:52]2[CH:53]=[C:54]([CH:96]=[CH:97][CH:98]=2)[O:55][CH2:56][C:57]2[S:61][C:60]([N:62]3[CH2:71][CH2:70][C:69]4[C:64](=[C:65]([C:72](=[O:91])/[N:73]=[C:74]5/[S:75][C:76]6[CH:90]=[CH:89][CH:88]=[CH:87][C:77]=6[N:78]/5COCC[Si](C)(C)C)[CH:66]=[CH:67][CH:68]=4)[CH2:63]3)=[N:59][C:58]=2[C:92]([O:94]C)=[O:93])[C:41]=1[C:99]#[N:100]>>[NH2:39][C:40]1[NH:44][N:43]=[C:42]([C:52]2[CH:53]=[C:54]([CH:96]=[CH:97][CH:98]=2)[O:55][CH2:56][C:57]2[S:61][C:60]([N:62]3[CH2:71][CH2:70][C:69]4[C:64](=[C:65]([C:72](=[O:91])[NH:73][C:74]5[S:75][C:76]6[CH:90]=[CH:89][CH:88]=[CH:87][C:77]=6[N:78]=5)[CH:66]=[CH:67][CH:68]=4)[CH2:63]3)=[N:59][C:58]=2[C:92]([OH:94])=[O:93])[C:41]=1[C:99]#[N:100]. Reported procedure: The title compound 46 was prepared in a similar manner to the synthesis of compound 34 by substituting compound 34D with compound 46A in step 5 of Example 34: 1H NMR (DMSO-d6): δ 12.83 (s, 1H), 7.96 (d, J=7.93 Hz, 1H), 7.72 (d, J=7.93 Hz, 1H), 7.61 (d, J=7.32 Hz, 1H), 7.27-7.42 (m, 7H), 6.95 (d, J=7.93 Hz, 1H), 5.47 (s, 2H), 4.72-4.81 (m, 4H), 3.74 (t, J=5.68 Hz, 2H), 2.98 (t, J=5.65 Hz, 2H). MS (ESI(+)): m/z 649 (M+H). Reactants: CC(=O)c1ccc(O)c2[nH]c(=O)sc12, O=C(Cl)OCc1ccccc1, C1CCOC1, ClCCl, O, c1ccncc1. Product: CC(=O)c1ccc(OC(=O)OCc2ccccc2)c2[nH]c(=O)sc12. Reaction SMILES: [C:1]([CH3:2])(=[O:3])[c:4]1[cH:5][cH:6][c:7]([OH:14])[c:8]2[nH:9][c:10](=[O:13])[s:11][c:12]12.[CH2:21]([c:22]1[cH:23][cH:24][cH:25][cH:26][cH:27]1)[O:28][C:29](=[O:30])[Cl:31].[CH2:32]1[O:33][CH2:34][CH2:35][CH2:36]1.[Cl:37][CH2:38][Cl:39].[OH2:40].[cH:15]1[cH:16][cH:17][n:18][cH:19][cH:20]1>>[C:1]([CH3:2])(=[O:3])[c:4]1[cH:5][cH:6][c:7]([O:14][C:29]([O:28][CH2:21][c:22]2[cH:23][cH:24][cH:25][cH:26][cH:27]2)=[O:30])[c:8]2[nH:9][c:10](=[O:13])[s:11][c:12]12. Starting materials: C1=CC=CC2=CC=CC=C12 (naphthalene), [Na] (sodium), ClC1=C(N)C(=CC(=C1)Cl)Cl (2,4,6-trichloroaniline). Solvent: O1CCCC1 (tetrahydrofuran). Product: C1=CC=CC2=CC=CC=C12.[Na] (Sodium naphthalene). As a reaction SMILES: [CH:1]1[C:10]2[C:5](=[CH:6][CH:7]=[CH:8][CH:9]=2)[CH:4]=[CH:3][CH:2]=1.[Na:11].ClC1C=C(Cl)C=C(Cl)C=1N>O1CCCC1>[CH:9]1[C:10]2[C:5](=[CH:4][CH:3]=[CH:2][CH:1]=2)[CH:6]=[CH:7][CH:8]=1.[Na:11] |f:4.5,^1:10,36|. Procedure: Sodium naphthalene was prepared from naphthalene (12.8 g., 0.1 mole), sodium (2.3 g., 0.1 g atom) and tetrahydrofuran (200 ml.). Thereafter, 2,4,6-trichloroaniline (19.6 g., 0.1 mole) was added under nitrogen at ice bath temperature. Reactants: diazo, 3(N-ethyl, N-cyanomethoxycarbonylethyl)-amino-acetanilide, CO (methanol), O (water), S(N)(O)(=O)=O (sulphamic acid), CC(=O)C (acetone), ClC1=C(C=CC(=C1)[N+](=O)[O-])N=NC1=C(C=C(N(CC(OCC#N)=C=O)CC)C=C1)NC(C)=O (4-(2-chloro-4-nitrophenylazo)-3-acetylamino-N-ethyl-N-(2-cyanomethoxy-carbonylethyl)-aniline). The product is ClC1=C(C=CC(=C1)[N+](=O)[O-])N=NC1=C(C=C(N(CCC(=O)OCC#N)CC)C=C1)NC(C)=O (4-(2-chloro-4-nitrophenylazo)-3-acetylamino-N-ethyl-N-(2-cyanomethoxycarbonylethyl)-aniline). As a reaction SMILES: CO.O.S(=O)(=O)(O)[NH2:5].[Cl:9][C:10]1[CH:15]=[C:14]([N+:16]([O-:18])=[O:17])[CH:13]=[CH:12][C:11]=1[N:19]=[N:20][C:21]1[CH:37]=[CH:36][C:24]([N:25]([CH2:34][CH3:35])[CH2:26][C:27](=[C:32]=[O:33])OCC#N)=[CH:23][C:22]=1[NH:38][C:39](=[O:41])[CH3:40].[CH3:42][C:43](C)=[O:44]>>[Cl:9][C:10]1[CH:15]=[C:14]([N+:16]([O-:18])=[O:17])[CH:13]=[CH:12][C:11]=1[N:19]=[N:20][C:21]1[CH:37]=[CH:36][C:24]([N:25]([CH2:34][CH3:35])[CH2:26][CH2:27][C:32]([O:44][CH2:43][C:42]#[N:5])=[O:33])=[CH:23][C:22]=1[NH:38][C:39](=[O:41])[CH3:40]. Procedure details: The diazo solution was added gradually to a stirred coupling mixture of 3(N-ethyl, N-cyanomethoxycarbonylethyl)-amino-acetanilide (6.3 parts), methanol (40 parts), water (200 parts) and sulphamic acid (1 part). After two hours the product was isolated by filtration, washed with cold water and dried to yield, 4-(2-chloro-4-nitrophenylazo)-3-acetylamino-N-ethyl-N-(2-cyanomethoxy-carbonylethyl)-aniline (4.1 parts) λmax=525 nm (acetone).